From a dataset of the Open Reaction Database (ORD), a public repository of structured organic reaction records. describe an organic reaction: reactants, conditions, products, and yield Starting materials: C(C)O (ethanol), [Bi](Br)(Br)Br (bismuth(III) bromide), OC(C)C1=CC=C(C(=O)OC)C=C1 (methyl 4-(1-hydroxyethyl)benzoate). Run in ClC(Cl)(Cl)Cl (perchloromethane). Reaction conditions: time 30 minute. The product is C(C)OC(C)C1=CC=C(C(=O)OC)C=C1 (methyl 4-(1-ethoxy ethyl)benzoate). The yield is 54.9%. RXN SMILES: [CH2:1]([OH:3])[CH3:2].[Bi](Br)(Br)Br.O[CH:9]([C:11]1[CH:20]=[CH:19][C:14]([C:15]([O:17][CH3:18])=[O:16])=[CH:13][CH:12]=1)[CH3:10]>ClC(Cl)(Cl)Cl>[CH2:1]([O:3][CH:9]([C:11]1[CH:20]=[CH:19][C:14]([C:15]([O:17][CH3:18])=[O:16])=[CH:13][CH:12]=1)[CH3:10])[CH3:2]. Procedure: To the solution of ethanol (77 mg, 1.67 mmol) in perchloromethane (80 mL) was added bismuth(III) bromide (743 mg, 1.67 mmol), the mixture was stirred for 30 minutes at room temperature, the methyl 4-(1-hydroxyethyl)benzoate (300 mg, 1.67 mmol) was added, the mixture was stirred at room temperature for 12 hours. Then the mixture was concentrated and purified by column chromatography (silica gel, Petroleum ether/ethyl acetate=20:1) to give methyl 4-(1-ethoxy ethyl)benzoate (191 mg, 55%) as oil. Reactants: C([O-])(O)=O.[Na+] (sodium bicarbonate), Br.ClC=1C=CC(=C(C(=O)C2=CC=CC=C2)C1)N1C(=NN=C1COCC#C)CN (5-chloro-2-(3-aminomethyl-5-propargyloxymethyl-4H-1,2,4-triazol-4-yl)-benzophenone hydrobromide), C1(C=2C(C(N1CC(=O)Cl)=O)=CC=CC2)=O (2-phthalimidoacetyl chloride), resultant mixture, CN(C=O)C (dimethylformamide). Run in O (water), C1=CC=CC=C1 (benzene). Run at time 3 hour. Product: ClC=1C=CC(=C(C(=O)C2=CC=CC=C2)C1)N1C(=NN=C1COCC#C)CNC(CN1C(C=2C(C1=O)=CC=CC2)=O)=O (5-chloro-2-[3-(2-phthalimidoacetamidomethyl)-5-propargyloxymethyl-4H-1,2,4-triazol-4-yl]-benzophenone). RXN SMILES: Br.[Cl:2][C:3]1[CH:4]=[CH:5][C:6]([N:17]2[C:21]([CH2:22][O:23][CH2:24][C:25]#[CH:26])=[N:20][N:19]=[C:18]2[CH2:27][NH2:28])=[C:7]([CH:16]=1)[C:8]([C:10]1[CH:15]=[CH:14][CH:13]=[CH:12][CH:11]=1)=[O:9].[C:29]1(=[O:43])[N:33]([CH2:34][C:35](Cl)=[O:36])[C:32](=[O:38])[C:31]2=[CH:39][CH:40]=[CH:41][CH:42]=[C:30]12.CN(C)C=O.C(=O)(O)[O-].[Na+]>C1C=CC=CC=1.O>[Cl:2][C:3]1[CH:4]=[CH:5][C:6]([N:17]2[C:21]([CH2:22][O:23][CH2:24][C:25]#[CH:26])=[N:20][N:19]=[C:18]2[CH2:27][NH:28][C:35](=[O:36])[CH2:34][N:33]2[C:32](=[O:38])[C:31]3=[CH:39][CH:40]=[CH:41][CH:42]=[C:30]3[C:29]2=[O:43])=[C:7]([CH:16]=1)[C:8]([C:10]1[CH:11]=[CH:12][CH:13]=[CH:14][CH:15]=1)=[O:9] |f:0.1,4.5|. Procedure: A mixture of the above product (817 mg) and 27.5% hydrogen bromide/acetic acid (3 ml) is stirred at room temperature for 1.5 hours. The resultant solution is mixed with dry ether (30 ml) to give a precipitate. The precipitate is washed with dry ether (20 ml) twice to give 5-chloro-2-(3-aminomethyl-5-propargyloxymethyl-4H-1,2,4-triazol-4-yl)-benzophenone hydrobromide. To a suspension of this hydrobromide in dry benzene (20 ml), 2-phthalimidoacetyl chloride (1.6 g) is added at room temperature. Th... The reactants are CI (methyl iodide), O1C(COC2=C3CCC(NC3=C(C=C2)OCC2=CC=CC=C2)=O)C1 (5-(2,3-epoxypropoxy)-8-benzyloxy-3,4-dihydrocarbostyril), [H-].[Na+] (sodium hydride), saturated aqueous solution, [Cl-].[NH4+] (ammonium chloride). The solvent is CS(=O)C (dimethyl sulfoxide), CS(=O)C (dimethyl sulfoxide). Run at time 30 minute. Yields the product CN1C(=O)CCC2=C(C=CC(=C12)OCC1=CC=CC=C1)OCC1CO1 (1-methyl-5-(2,3-epoxypropoxy)-8-benzyloxy-3,4-dihydrocarbostyril). Isolated yield 49.4%. RXN SMILES: [O:1]1[CH2:24][CH:2]1[CH2:3][O:4][C:5]1[CH:14]=[CH:13][C:12]([O:15][CH2:16][C:17]2[CH:22]=[CH:21][CH:20]=[CH:19][CH:18]=2)=[C:11]2[C:6]=1[CH2:7][CH2:8][C:9](=[O:23])[NH:10]2.[H-].[Na+].[CH3:27]I.[Cl-].[NH4+]>CS(C)=O>[CH3:27][N:10]1[C:11]2[C:6](=[C:5]([O:4][CH2:3][CH:2]3[O:1][CH2:24]3)[CH:14]=[CH:13][C:12]=2[O:15][CH2:16][C:17]2[CH:18]=[CH:19][CH:20]=[CH:21][CH:22]=2)[CH2:7][CH2:8][C:9]1=[O:23] |f:1.2,4.5|. Procedure details: 3.3 g of 5-(2,3-epoxypropoxy)-8-benzyloxy-3,4-dihydrocarbostyril was dissolved in 50 ml of dimethyl sulfoxide, and 1.3 g of 50% sodium hydride was added to the solution followed by stirring at room temperature for 30 minutes. 2.9 g of methyl iodide dissolved in 10 ml of dimethyl sulfoxide was added dropwise thereto, and the resulting mixture was stirred at room temperature for 2 hours. 200 ml of a saturated aqueous solution of ammonium chloride was added to the reaction mixture followed by extra... The product is Brc1ccc(C=Cc2cccc(Br)c2)cc1. RXN SMILES: [Br-:1].[Br:29][c:30]1[cH:31][cH:32][c:33]([CH:34]=[O:35])[cH:36][cH:37]1.[Br:2][c:3]1[cH:4][c:5]([CH2:6][P+:7]([c:8]2[cH:9][cH:10][cH:11][cH:12][cH:13]2)([c:14]2[cH:15][cH:16][cH:17][cH:18][cH:19]2)[c:20]2[cH:21][cH:22][cH:23][cH:24][cH:25]2)[cH:26][cH:27][cH:28]1.[O:38]1[CH2:39][CH2:40][CH2:41][CH2:42]1>>[Br:2][c:3]1[cH:4][c:5]([CH:6]=[CH:34][c:33]2[cH:32][cH:31][c:30]([Br:29])[cH:37][cH:36]2)[cH:26][cH:27][cH:28]1. Starting materials: [Br-], O=Cc1ccc(Br)cc1, Brc1cccc(C[P+](c2ccccc2)(c2ccccc2)c2ccccc2)c1, C1CCOC1. The reactants are [BH4-], CC(=O)OC(C)=O, CC(C)[O-], CC(C)[O-], CC(C)[O-], CC(C)[O-], CO, Cc1c(Br)ccc2c1N(C(=O)OC(C)C)CCCC2=O, ClCCl, Cl, NCc1cc(C(F)(F)F)cc(C(F)(F)F)c1, [Na+], [Na+], [OH-], [Ti+4], c1ccncc1. Product: CC(=O)N(Cc1cc(C(F)(F)F)cc(C(F)(F)F)c1)C1CCCN(C(=O)OC(C)C)c2c1ccc(Br)c2C. RXN SMILES: [BH4-:37].[CH3:41][C:42](=[O:43])[O:44][C:45](=[O:46])[CH3:47].[CH3:58][CH:59]([CH3:60])[O-:61].[CH3:63][CH:64]([CH3:65])[O-:66].[CH3:67][CH:68]([CH3:69])[O-:70].[CH3:71][CH:72]([CH3:73])[O-:74].[CH3:75][OH:76].[CH:1]([CH3:2])([CH3:3])[O:4][C:5](=[O:6])[N:7]1[c:8]2[c:9]([cH:15][cH:16][c:17]([Br:20])[c:18]2[CH3:19])[C:10](=[O:14])[CH2:11][CH2:12][CH2:13]1.[Cl:55][CH2:56][Cl:57].[ClH:54].[F:21][C:22]([c:23]1[cH:24][c:25]([CH2:26][NH2:27])[cH:28][c:29]([C:31]([F:32])([F:33])[F:34])[cH:30]1)([F:35])[F:36].[Na+:38].[Na+:40].[OH-:39].[Ti+4:62].[cH:48]1[cH:49][cH:50][n:51][cH:52][cH:53]1>>[CH:1]([CH3:2])([CH3:3])[O:4][C:5](=[O:6])[N:7]1[c:8]2[c:9]([cH:15][cH:16][c:17]([Br:20])[c:18]2[CH3:19])[CH:10]([N:27]([CH2:26][c:25]2[cH:24][c:23]([C:22]([F:21])([F:35])[F:36])[cH:30][c:29]([C:31]([F:32])([F:33])[F:34])[cH:28]2)[C:42]([CH3:41])=[O:43])[CH2:11][CH2:12][CH2:13]1. Reactants: NC1=C(CN)C=CC=C1 (2-aminobenzylamine), ClC=1NC2=C(N1)C=CC=C2 (2-chlorobenzoimidazole). Solvent: C(Cl)Cl (CH2Cl2). Reaction conditions: temperature 110 celsius. The product is N1=C(NC2=C1C=CC=C2)N (benzimidazole-amine). Isolated yield 75.1%. Reaction SMILES: [NH2:1][C:2]1[CH:9]=[CH:8][CH:7]=[CH:6][C:3]=1CN.Cl[C:11]1[NH:12]C2C=CC=CC=2[N:15]=1>C(Cl)Cl>[N:1]1[C:2]2[CH:9]=[CH:8][CH:7]=[CH:6][C:3]=2[NH:12][C:11]=1[NH2:15]. Procedure details: A mixture of 2-aminobenzylamine (500 mg, 4.1 mmol) and 2-chlorobenzoimidazole (305 mg, 2.0 mmol) was heated at 110° C. for 18 h. The resulting solid was dissolved in CH2Cl2 (30 mL) and washed with H2O (30 mL). The organic layer was separated, dried over Na2SO4, and concentrated to provide crude benzimidazole-amine (200 mg) which was treated with CDI (500 mg, 3.0 mmol) in anhydrous DMF (15 mL). After stirring at RT for 18 h, the reaction mixture was concentrated and the viscous residue was tritur... Reactants: Intermediate 274A, C(CCC)N(C(=O)C=1N=C(NC1)C1=C(C=C(C(=O)OC)C=C1)C(=O)OCC1=CC=CC=C1)CCCC (3-benzyl 1-methyl 4-(4-(dibutylcarbamoyl)-1H-imidazol-2-yl)isophthalate), ClCCCN1CCOCC1 (4-(3-chloropropyl)morpholine). Product: C(CCC)N(C(=O)C=1N=C(N(C1)CCCN1CCOCC1)C1=C(C=C(C(=O)OC)C=C1)C(=O)OCC1=CC=CC=C1)CCCC (3-Benzyl 1-methyl 4-(4-(dibutylcarbamoyl)-1-(3-morpholinopropyl)-1H-imidazol-2-yl)isophthalate). As a reaction SMILES: [CH2:1]([N:5]([CH2:33][CH2:34][CH2:35][CH3:36])[C:6]([C:8]1[N:9]=[C:10]([C:13]2[CH:22]=[CH:21][C:16]([C:17]([O:19][CH3:20])=[O:18])=[CH:15][C:14]=2[C:23]([O:25][CH2:26][C:27]2[CH:32]=[CH:31][CH:30]=[CH:29][CH:28]=2)=[O:24])[NH:11][CH:12]=1)=[O:7])[CH2:2][CH2:3][CH3:4].Cl[CH2:38][CH2:39][CH2:40][N:41]1[CH2:46][CH2:45][O:44][CH2:43][CH2:42]1>>[CH2:33]([N:5]([CH2:1][CH2:2][CH2:3][CH3:4])[C:6]([C:8]1[N:9]=[C:10]([C:13]2[CH:22]=[CH:21][C:16]([C:17]([O:19][CH3:20])=[O:18])=[CH:15][C:14]=2[C:23]([O:25][CH2:26][C:27]2[CH:28]=[CH:29][CH:30]=[CH:31][CH:32]=2)=[O:24])[N:11]([CH2:38][CH2:39][CH2:40][N:41]2[CH2:46][CH2:45][O:44][CH2:43][CH2:42]2)[CH:12]=1)=[O:7])[CH2:34][CH2:35][CH3:36]. Reported procedure: Following a procedure analogous to that for the synthesis of Intermediate 274A, 3-benzyl 1-methyl 4-(4-(dibutylcarbamoyl)-1H-imidazol-2-yl)isophthalate (130 mg, 0.26 mmol) and 4-(3-chloropropyl)morpholine (53 mg, 0.27 mmol) were converted to the title compound. (65 mg, 40%). 1H NMR (CD3OD) δ 8.67 (d, J=2.0 Hz, 1H), 8.33 (dd, J=8.0, 1.6 Hz, 1H), 7.70 (d, J=8.0 Hz, 1H), 7.62 (s, 1H), 7.38-7.32 (m, 5H), 5.21 (s, 2H), 4.01 (s, 3H), 3.84-3.80 (m, 4H), 3.59-3.50 (m, 6H), 2.20-2.11 (m, 6H), 1.70-1.60 (... The reactants are ClC1=NC=2N3[C@H](CN(C2C=N1)CC(=O)NCC1CCOCC1)COCC3 ((R)-2-(2-chloro-6a,7,9,10-tetrahydro-[1,4]oxazino[3,4-h]pteridin-5(6H)-yl)-N-((tetrahydro-2H-pyran-4-yl)methyl)acetamide), CC1(OB(OC1(C)C)C=1C=C(C=CC1)C(C)(C)O)C (2-(3-(4,4,5,5-tetramethyl-1,3,2-dioxaborolan-2-yl)phenyl)propan-2-ol), tetrakis(triphenylphospine)palladium (0), C([O-])([O-])=O.[Na+].[Na+] (sodium carbonate). Run in O1CCOCC1 (1,4-dioxane), O (H2O), CCOC(=O)C (EtOAc). Conditions: temperature 120 celsius. Yields the product OC(C)(C)C=1C=C(C=CC1)C1=NC=2N3[C@H](CN(C2C=N1)CC(=O)NCC1CCOCC1)COCC3 ((R)-2-(2-(3-(2-hydroxypropan-2-yl)phenyl)-6a,7,9,10-tetrahydro-[1,4]oxazino[3,4-h]pteridin-5(6H)-yl)-N-((tetrahydro-2H-pyran-4-yl)methyl)acetamide). Isolated yield 68.7%. As a reaction SMILES: Cl[C:2]1[N:11]=[CH:10][C:9]2[N:8]([CH2:12][C:13]([NH:15][CH2:16][CH:17]3[CH2:22][CH2:21][O:20][CH2:19][CH2:18]3)=[O:14])[CH2:7][C@@H:6]3[CH2:23][O:24][CH2:25][CH2:26][N:5]3[C:4]=2[N:3]=1.CC1(C)C(C)(C)OB([C:35]2[CH:36]=[C:37]([C:41]([OH:44])([CH3:43])[CH3:42])[CH:38]=[CH:39][CH:40]=2)O1.C(=O)([O-])[O-].[Na+].[Na+]>O1CCOCC1.O.CCOC(C)=O>[OH:44][C:41]([C:37]1[CH:36]=[C:35]([C:2]2[N:11]=[CH:10][C:9]3[N:8]([CH2:12][C:13]([NH:15][CH2:16][CH:17]4[CH2:22][CH2:21][O:20][CH2:19][CH2:18]4)=[O:14])[CH2:7][C@@H:6]4[CH2:23][O:24][CH2:25][CH2:26][N:5]4[C:4]=3[N:3]=2)[CH:40]=[CH:39][CH:38]=1)([CH3:43])[CH3:42] |f:2.3.4|. Procedure: A mixture of (R)-2-(2-chloro-6a,7,9,10-tetrahydro-[1,4]oxazino[3,4-h]pteridin-5(6H)-yl)-N-((tetrahydro-2H-pyran-4-yl)methyl)acetamide (PREPARATION x26, 50 mg, 0.131 mmol), 2-(3-(4,4,5,5-tetramethyl-1,3,2-dioxaborolan-2-yl)phenyl)propan-2-ol (51.5 mg, 0.196 mmol), tetrakis(triphenylphospine)palladium (0) (15.13 mg, 0.013 mmol) and sodium carbonate (27.8 mg, 0.262 mmol) in 1,4-dioxane (0.5 mL) and H2O (0.25 mL) was heated to 120° C. in a microwave for 1 hour. After cooling to room temperature, the... Reactants: [N+](=O)([O-])C=1C=C(C=CC1O)C(C(F)(F)F)(C(F)(F)F)C1=CC(=C(C=C1)O)[N+](=O)[O-] (bis(3-nitro-4-hydroxyphenyl)hexafluoropropane), [H][H] (hydrogen). Reagents/catalysts: [C].[Pd] (palladium-carbon). Yields the product NC=1C=C(C=CC1O)C(C(F)(F)F)(C(F)(F)F)C1=CC(=C(C=C1)O)N (2,2-bis(3-amino-4-hydroxyphenyl)hexafluoropropane). RXN SMILES: [N+:1]([C:4]1[CH:5]=[C:6]([C:11]([C:20]2[CH:25]=[CH:24][C:23]([OH:26])=[C:22]([N+:27]([O-])=O)[CH:21]=2)([C:16]([F:19])([F:18])[F:17])[C:12]([F:15])([F:14])[F:13])[CH:7]=[CH:8][C:9]=1[OH:10])([O-])=O.[H][H]>[C].[Pd]>[NH2:27][C:22]1[CH:21]=[C:20]([C:11]([C:6]2[CH:7]=[CH:8][C:9]([OH:10])=[C:4]([NH2:1])[CH:5]=2)([C:12]([F:13])([F:14])[F:15])[C:16]([F:17])([F:18])[F:19])[CH:25]=[CH:24][C:23]=1[OH:26] |f:2.3|. Procedure: At present, bis(3-amino-4-hydroxyphenyl) compounds, especially 2,2-bis(3-amino-4-hydroxyphenyl)hexafluoropropane are important as materials for producing heat-resistant polymers, etc. A method mentioned below is known for producing bis(3-amino-4-hydroxyphenyl) compounds, which, however, is problematic in the following points. Japanese Patent Application Laid-Open (JP-A) No. Hei-6-211752 discloses a method of catalytic hydrogenation reduction of bis(3-nitro-4-hydroxyphenyl)hexafluoropropane with ...